The task is: describe an organic reaction: reactants, conditions, products, and yield. This data is from the Open Reaction Database (ORD), a public repository of structured organic reaction records. Reactants: C(C1=CC=CC=C1)C1NCCC2=CC(=C(C=C12)OC)OC (1-benzyl-6,7-dimethoxy-1,2,3,4-tetrahydro-isoquinoline), BrCC(=O)Br (2-bromoacetyl bromide), NC1CCC2=CC=CC=C12 (1-amino-indane). Product: C(C1=CC=CC=C1)C1N(CCC2=CC(=C(C=C12)OC)OC)CC(=O)NC1CCC2=CC=CC=C12 (2-(1-Benzyl-6,7-dimethoxy-3,4-dihydro-1H-isoquinolin-2-yl)-N-(indan-1-yl)-acetamide). Reaction SMILES: [CH2:1]([CH:8]1[C:17]2[C:12](=[CH:13][C:14]([O:20][CH3:21])=[C:15]([O:18][CH3:19])[CH:16]=2)[CH2:11][CH2:10][NH:9]1)[C:2]1[CH:7]=[CH:6][CH:5]=[CH:4][CH:3]=1.Br[CH2:23][C:24](Br)=[O:25].[NH2:27][CH:28]1[C:36]2[C:31](=[CH:32][CH:33]=[CH:34][CH:35]=2)[CH2:30][CH2:29]1>>[CH2:1]([CH:8]1[C:17]2[C:12](=[CH:13][C:14]([O:20][CH3:21])=[C:15]([O:18][CH3:19])[CH:16]=2)[CH2:11][CH2:10][N:9]1[CH2:23][C:24]([NH:27][CH:28]1[C:36]2[C:31](=[CH:32][CH:33]=[CH:34][CH:35]=2)[CH2:30][CH2:29]1)=[O:25])[C:2]1[CH:3]=[CH:4][CH:5]=[CH:6][CH:7]=1. Procedure details: prepared by reaction of 1-benzyl-6,7-dimethoxy-1,2,3,4-tetrahydro-isoquinoline and 2-bromoacetyl bromide with 1-amino-indane Reactants: C([O-])([O-])=O.[K+].[K+] (Potassium carbonate), ClC1=C(C=O)C=CC(=C1)F (2-chloro-4-fluorobenzaldehyde), C(C1=CC=CC=C1)OC=1C=C(C=CC1)O (3-benzyloxyphenol). Run in CN(C)C=O (DMF). Reaction conditions: temperature 150 celsius, time 3 hour. Yields the product C(C1=CC=CC=C1)OC=1C=C(OC2=CC(=C(C=O)C=C2)Cl)C=CC1 (4-(3-benzyloxyphenoxy)-2-chlorobenzaldehyde). Isolated yield 94.0%. As a reaction SMILES: C(=O)([O-])[O-].[K+].[K+].[Cl:7][C:8]1[CH:15]=[C:14](F)[CH:13]=[CH:12][C:9]=1[CH:10]=[O:11].[CH2:17]([O:24][C:25]1[CH:26]=[C:27]([OH:31])[CH:28]=[CH:29][CH:30]=1)[C:18]1[CH:23]=[CH:22][CH:21]=[CH:20][CH:19]=1>CN(C=O)C>[CH2:17]([O:24][C:25]1[CH:26]=[C:27]([CH:28]=[CH:29][CH:30]=1)[O:31][C:14]1[CH:13]=[CH:12][C:9]([CH:10]=[O:11])=[C:8]([Cl:7])[CH:15]=1)[C:18]1[CH:19]=[CH:20][CH:21]=[CH:22][CH:23]=1 |f:0.1.2|. Reported procedure: Potassium carbonate (5.53 g) was added to a DMF solution (70 ml) of 2-chloro-4-fluorobenzaldehyde (3.35 g) and 3-benzyloxyphenol (4.23 g) and the solution was stirred for 3 hours while heated to 150° C. The reaction mixture was decanted into water and was extracted with ethyl acetate. The organic phase was sequentially washed with water and a saturated aqueous solution of sodium chloride and was dried with anhydrous sodium sulfate. The solvent was removed by distillation under reduced pressure a... Starting materials: C(C1=CC=CC=C1)OC1=CC(N(C=C1)C1=CC2=C(N(N=C2C=C1)C)C)=O (4-(benzyloxy)-1-(2,3-dimethyl-2H-indazol-5-yl)pyridin-2(1H)-one). The reagents and catalysts are [C].[Pd] (palladium carbon). The solvent is C(C)O (ethanol). Run at time 3 hour. The product is CN1N=C2C=CC(=CC2=C1C)N1C(C=C(C=C1)O)=O (1-(2,3-dimethyl-2H-indazol-5-yl)-4-hydroxypyridin-2(1H)-one). Yield: 78.2%. Reaction SMILES: C([O:8][C:9]1[CH:14]=[CH:13][N:12]([C:15]2[CH:23]=[CH:22][C:21]3[C:17](=[C:18]([CH3:25])[N:19]([CH3:24])[N:20]=3)[CH:16]=2)[C:11](=[O:26])[CH:10]=1)C1C=CC=CC=1>C(O)C.[C].[Pd]>[CH3:24][N:19]1[C:18]([CH3:25])=[C:17]2[C:21]([CH:22]=[CH:23][C:15]([N:12]3[CH:13]=[CH:14][C:9]([OH:8])=[CH:10][C:11]3=[O:26])=[CH:16]2)=[N:20]1 |f:2.3|. Procedure details: To a solution of 4-(benzyloxy)-1-(2,3-dimethyl-2H-indazol-5-yl)pyridin-2(1H)-one (1.8 g) in ethanol (40 ml) was added 10% palladium carbon (0.56 g), and the mixture was stirred under a hydrogen atmosphere at room temperature for 3 hr. The insoluble material was filtered off, and the obtained filtrate was concentrated under reduced pressure to give the title compound (1.04 g). The reactants are [Al+3], C1CCOC1, COC(=O)c1cccc2cc(Oc3ccc4c(c3)C(C)(C)CCC4(C)C)ccc12, [H-], [H-], [H-], [H-], [H-], [Li+], [Na+], [Na+], O, O=S(=O)([O-])[O-]. The product is CC1(C)CCC(C)(C)c2cc(Oc3ccc4c(CO)cccc4c3)ccc21. RXN SMILES: [Al+3:31].[CH2:45]1[O:46][CH2:47][CH2:48][CH2:49]1.[CH3:1][C:2]1([CH3:29])[c:3]2[cH:4][cH:5][c:6]([O:14][c:15]3[cH:16][c:17]4[cH:18][cH:19][cH:20][c:21]([C:25](=[O:26])[O:27][CH3:28])[c:22]4[cH:23][cH:24]3)[cH:7][c:8]2[C:9]([CH3:12])([CH3:13])[CH2:10][CH2:11]1.[H-:30].[H-:33].[H-:34].[H-:35].[H-:44].[Li+:32].[Na+:42].[Na+:43].[OH2:36].[S:37]([O-:38])([O-:39])(=[O:40])=[O:41]>>[CH3:1][C:2]1([CH3:29])[c:3]2[cH:4][cH:5][c:6]([O:14][c:15]3[cH:16][c:17]4[cH:18][cH:19][cH:20][c:21]([CH2:25][OH:26])[c:22]4[cH:23][cH:24]3)[cH:7][c:8]2[C:9]([CH3:12])([CH3:13])[CH2:10][CH2:11]1. RXN SMILES: CC(C)([O-])C.[K+].[Br:7][C:8]1[CH:13]=[C:12]([F:14])[C:11]([NH:15][C:16](=[N:18][CH:19]([CH3:21])[CH3:20])[CH3:17])=[C:10](F)[CH:9]=1>CNC=O>[Br:7][C:8]1[CH:13]=[C:12]([F:14])[C:11]2[N:15]=[C:16]([CH3:17])[N:18]([CH:19]([CH3:21])[CH3:20])[C:10]=2[CH:9]=1 |f:0.1|. Yields the product BrC=1C=C(C2=C(N(C(=N2)C)C(C)C)C1)F (6-Bromo-4-fluoro-1-isopropyl-2-methyl-1H-benzoimidazole). Reaction conditions: temperature 30 celsius. Run in CNC=O (N-methyl formamide). Procedure: Add potassium tert-butoxide (6.9 kg) in portions to a solution of N-(4-bromo-2,6-difluoro-phenyl)-N′-isopropyl-acetamidine (16.2 kg) in N-methyl formamide (76 kg) while maintaining the temperature at T<30° C. Heat the mixture at 70-75° C. until complete by HPLC. Cool to 20-30° C. and quench by adding into water (227 kg) then extract with MtBE (37×4 kg). Wash the combined organic phases with brine (49×2 kg) and concentrate to 25-30 L, add n-hexane (64 kg) and filter the slurry to give 11 kg of th... Yield: 72.9%. Reactants: CC(C)([O-])C.[K+] (potassium tert-butoxide), BrC1=CC(=C(C(=C1)F)NC(C)=NC(C)C)F (N-(4-bromo-2,6-difluoro-phenyl)-N′-isopropyl-acetamidine). Starting materials: Cl, [I-], O=N[O-], Nc1ccc(-n2ccccc2=O)nc1, [Na+], [Na+], O. Yields the product O=c1ccccn1-c1ccc(I)cn1. RXN SMILES: [ClH:21].[I-:19].[N:15]([O-:16])=[O:17].[NH2:1][c:2]1[cH:3][cH:4][c:5](-[n:8]2[c:9](=[O:14])[cH:10][cH:11][cH:12][cH:13]2)[n:6][cH:7]1.[Na+:18].[Na+:20].[OH2:22]>>[c:2]1([I:19])[cH:3][cH:4][c:5](-[n:8]2[c:9](=[O:14])[cH:10][cH:11][cH:12][cH:13]2)[n:6][cH:7]1. Product: FC(C(=O)O)(F)F.CN(S(=O)(=O)C)C1=C(C=CC=C1)C1CCNCC1 (N-Methyl-N-[2-(piperidin-4-yl)phenyl]methanesulfonamide Trifluoroacetate). Reaction SMILES: C(OC([N:8]1[CH2:13][CH2:12][CH:11]([C:14]2[CH:19]=[CH:18][CH:17]=[CH:16][C:15]=2[N:20]([CH3:25])[S:21]([CH3:24])(=[O:23])=[O:22])[CH2:10][CH2:9]1)=O)(C)(C)C.[F:26][C:27]([F:32])([F:31])[C:28]([OH:30])=[O:29].ClCCl>>[F:26][C:27]([F:32])([F:31])[C:28]([OH:30])=[O:29].[CH3:25][N:20]([C:15]1[CH:16]=[CH:17][CH:18]=[CH:19][C:14]=1[CH:11]1[CH2:10][CH2:9][NH:8][CH2:13][CH2:12]1)[S:21]([CH3:24])(=[O:23])=[O:22] |f:1.2,3.4|. Reported procedure: N-[2-(1-t-Butoxycarbonylpiperidin-4-yl)phenyl]-N-methylmethanesulfonamide (662 mg) was dissolved in trifluoroacetic acid-dichloromethane (10%, 50 mL) and stirred at room temperature 2 h. The solvent was evaporated under reduced pressure to give the title compound as a colourless gum (670 mg), m/e (ES+) 269 (MH+). The reactants are C(C)(C)(C)OC(=O)N1CCC(CC1)C1=C(C=CC=C1)N(S(=O)(=O)C)C (N-[2-(1-t-Butoxycarbonylpiperidin-4-yl)phenyl]-N-methylmethanesulfonamide), FC(C(=O)O)(F)F.ClCCl (trifluoroacetic acid dichloromethane). Conditions: time 2 hour. The reactants are C(C)(C)(C)OC(=O)N1CCC(CC1)OC1=C(C=CC=C1)Br (4-(2-bromo-phenoxy)-piperidine-1-carboxylic acid tert-butyl ester), C(=O)(C(F)(F)F)O (TFA). The solvent is ClCCl (dichloromethane). Reaction conditions: time 3 hour. Product: FC(C(=O)O)(F)F.BrC1=C(OC2CCNCC2)C=CC=C1 (4-(2-bromo-phenoxy)-piperidine trifluoroacetate). Isolated yield 96.0%. As a reaction SMILES: C(OC([N:8]1[CH2:13][CH2:12][CH:11]([O:14][C:15]2[CH:20]=[CH:19][CH:18]=[CH:17][C:16]=2[Br:21])[CH2:10][CH2:9]1)=O)(C)(C)C.[C:22]([OH:28])([C:24]([F:27])([F:26])[F:25])=[O:23]>ClCCl>[F:25][C:24]([F:27])([F:26])[C:22]([OH:28])=[O:23].[Br:21][C:16]1[CH:17]=[CH:18][CH:19]=[CH:20][C:15]=1[O:14][CH:11]1[CH2:12][CH2:13][NH:8][CH2:9][CH2:10]1 |f:3.4|. Procedure: To a stirred solution of 2-bromophenol (0.5 g, 0.00289 mole) in DMF (4 mL) was added potassium carbonate (0.478 g, 0.003468 mole), followed by 4-methanesulfonyloxy-piperidine-1-carboxylic acid tert-butyl ester (0.888 g, 0.00318 mole). The reaction mixture was heated at 80° C. for 6 hours. The mixture was then diluted with water and the product was extracted with ethyl acetate. The ethyl acetate layer was washed with brine solution, dried over sodium sulfate, and concentrated under reduced pressu...